This data is from the Open Reaction Database (ORD), a public repository of structured organic reaction records. The task is: describe an organic reaction: reactants, conditions, products, and yield Starting materials: CCOC(=O)C1(N)Cc2ccccc2C1, CCN(C(C)C)C(C)C, O=C(Cl)C(=O)Cl, ClCCl, O=C(O)c1cccc2c1OCC2. The product is CCOC(=O)C1(NC(=O)c2cccc3c2OCC3)Cc2ccccc2C1. RXN SMILES: [CH2:19]([CH3:20])[O:21][C:22](=[O:23])[C:24]1([NH2:33])[CH2:25][c:26]2[cH:27][cH:28][cH:29][cH:30][c:31]2[CH2:32]1.[CH:34]([N:35]([CH2:36][CH3:37])[CH:38]([CH3:39])[CH3:40])([CH3:41])[CH3:42].[Cl:13][C:14]([C:15]([Cl:16])=[O:17])=[O:18].[Cl:43][CH2:44][Cl:45].[O:1]1[CH2:2][CH2:3][c:4]2[c:5]1[c:6]([C:10](=[O:11])[OH:12])[cH:7][cH:8][cH:9]2>>[O:1]1[CH2:2][CH2:3][c:4]2[c:5]1[c:6]([C:10](=[O:12])[NH:33][C:24]1([C:22]([O:21][CH2:19][CH3:20])=[O:23])[CH2:25][c:26]3[cH:27][cH:28][cH:29][cH:30][c:31]3[CH2:32]1)[cH:7][cH:8][cH:9]2. The reactants are Cn1c(=O)[nH]c2ccc(OCCOCc3ccccc3)cc21, CO, C1CCOC1. The product is Cn1c(=O)[nH]c2ccc(OCCO)cc21. RXN SMILES: [CH2:1]([c:2]1[cH:3][cH:4][cH:5][cH:6][cH:7]1)[O:8][CH2:9][CH2:10][O:11][c:12]1[cH:13][cH:14][c:15]2[c:16]([n:17]([CH3:21])[c:18](=[O:20])[nH:19]2)[cH:22]1.[CH3:23][OH:24].[O:25]1[CH2:26][CH2:27][CH2:28][CH2:29]1>>[OH:8][CH2:9][CH2:10][O:11][c:12]1[cH:13][cH:14][c:15]2[c:16]([n:17]([CH3:21])[c:18](=[O:20])[nH:19]2)[cH:22]1. Reactants: water ice, FC1=CC=C(C=C1)[N+](=O)[O-] (para-fluoronitrobenzene), CN1C(CCC1)=O (N-methylpyrrolidinone), OCCN(CCN)CCO (N,N-bis(2-hydroxyethyl)ethylenediamine). The solvent is C(C)N(CC)CC (triethylamine). Run at temperature 60 celsius. The product is [N+](=O)([O-])C1=CC=C(C=C1)NCCN(CCO)CCO (2-[[-(4-nitrophenylamino)ethyl]-(2-hydroxyethyl)amino]ethanol). Yield: 78.6%. As a reaction SMILES: F[C:2]1[CH:7]=[CH:6][C:5]([N+:8]([O-:10])=[O:9])=[CH:4][CH:3]=1.CN1CCCC1=O.[OH:18][CH2:19][CH2:20][N:21]([CH2:25][CH2:26][OH:27])[CH2:22][CH2:23][NH2:24]>C(N(CC)CC)C>[N+:8]([C:5]1[CH:6]=[CH:7][C:2]([NH:24][CH2:23][CH2:22][N:21]([CH2:25][CH2:26][OH:27])[CH2:20][CH2:19][OH:18])=[CH:3][CH:4]=1)([O-:10])=[O:9]. Reported procedure: 5 g of para-fluoronitrobenzene were added to a solution of 60 ml of N-methylpyrrolidinone, 6.29 g of N,N-bis(2-hydroxyethyl)ethylenediamine, and 4.3 g of triethylamine. The reaction medium was heated at 60° C. for 15 hours and, after cooling to room temperature, was poured into a water/ice mixture. A yellow precipitate formed, which was filtered off, reslurried in water, and then dried over P2O5. 7.5 g of 2-[[2-(4-nitrophenylamino)ethyl]-(2-hydroxyethyl)amino]ethanol (19) were obtained. Starting materials: Cl (HCl), C1(=CC=C(C=C1)S(=O)(=O)N1C=CC=2C1=NC=CC2C=2C=C(C=CC2)CO)C ({3-[1-(Toluene-4-sulfonyl)-1H-pyrrolo[2,3-b]pyridin-4-yl]-phenyl}-methanol), [Li+].[OH-] (LiOH). The solvent is O (water), C1CCOC1 (THF), O (water). Run at time 4 hour. The product is ClCC=1C=C(C=CC1)C1=C2C(=NC=C1)N(C=C2)S(=O)(=O)C2=CC=C(C=C2)C (4-(3-Chloromethyl-phenyl)-1-(toluene-4-sulfonyl)-1H-pyrrolo[2,3-b]pyridine). RXN SMILES: [C:1]1([CH3:27])[CH:6]=[CH:5][C:4]([S:7]([N:10]2[C:14]3=[N:15][CH:16]=[CH:17][C:18]([C:19]4[CH:20]=[C:21]([CH2:25]O)[CH:22]=[CH:23][CH:24]=4)=[C:13]3[CH:12]=[CH:11]2)(=[O:9])=[O:8])=[CH:3][CH:2]=1.[Li+].[OH-].[ClH:30]>C1COCC1.O>[Cl:30][CH2:25][C:21]1[CH:20]=[C:19]([C:18]2[CH:17]=[CH:16][N:15]=[C:14]3[N:10]([S:7]([C:4]4[CH:5]=[CH:6][C:1]([CH3:27])=[CH:2][CH:3]=4)(=[O:9])=[O:8])[CH:11]=[CH:12][C:13]=23)[CH:24]=[CH:23][CH:22]=1 |f:1.2|. Procedure details: To a stirred solution of compound G″ in THF, water was added LiOH (3.68 g, 0.087 mol) at rt and stirred for 4 h at same temperature. The reaction mixture was concentrated to obtain residue which was diluted with water (50 ml), acidified with 2N aq. HCl solution, adjusted to pH=5-6, the precipitated solid was filtered, washed with water and dried (traces water were removed by co-evaporating with toluene) to obtain compound H″. The compound H″ was washed with diethyl ether to obtain desired purity... The reactants are Cl (hydrochloric acid), C1(CCCCC1)NC(=O)C1(CC2C3(C(=NCC2)C=CC=C3)S1)C(=O)OC(C)(C)C (N-cyclohexyl-2-tert-butoxycarbonyl-1,2,3,4-tetrahydro-benzo[b]thieno[2,3-c]pyridine-carboamide). The solvent is C(C)(=O)OCC (ethyl acetate), C(C)(=O)OCC (ethyl acetate). Reaction conditions: temperature 50 celsius, time 2 hour. Yields the product Cl.C1(CCCCC1)NC(=O)C1CC2C3(C(=NCC2)C=CC=C3)S1 (N-cyclohexyl-1,2,3,4-tetrahydro-benzo[b]thieno[2,3-c]pyridine-carboamide.hydrochloride). Isolated yield 82.0%. RXN SMILES: [CH:1]1([NH:7][C:8]([C:10]2(C(OC(C)(C)C)=O)[S:22][C:13]34[CH:21]=[CH:20][CH:19]=[CH:18][C:14]3=[N:15][CH2:16][CH2:17][CH:12]4[CH2:11]2)=[O:9])[CH2:6][CH2:5][CH2:4][CH2:3][CH2:2]1.[ClH:30]>C(OCC)(=O)C>[ClH:30].[CH:1]1([NH:7][C:8]([CH:10]2[S:22][C:13]34[CH:21]=[CH:20][CH:19]=[CH:18][C:14]3=[N:15][CH2:16][CH2:17][CH:12]4[CH2:11]2)=[O:9])[CH2:6][CH2:5][CH2:4][CH2:3][CH2:2]1 |f:3.4|. Procedure: g of N-cyclohexyl-2-tert-butoxycarbonyl-1,2,3,4-tetrahydro-benzo[b]thieno[2,3-c]pyridine-carboamide was added to 30 ml of ethyl acetate. A mixture of 5N hydrochloric acid and 13.3 ml of ethyl acetate was further added thereto and stirred for 2 hours at 50° C. to form a precipitate. The precipitate was separated by filtration and washed with 30 ml of ether to obtain 6.37 g of N-cyclohexyl-1,2,3,4-tetrahydro-benzo[b]thieno[2,3-c]pyridine-carboamide.hydrochloride (yield 82%). Starting materials: CC(C)(C)N, CN(C)C=O, CCOC(C)=O, O=C(Cl)C(=O)Cl, ClCCl, N#CCCSC(SCCC(=O)O)c1cccc(OCc2ccc3ccc(Cl)cc3n2)c1. The product is CC(C)(C)NC(=O)CCSC(SCCC#N)c1cccc(OCc2ccc3ccc(Cl)cc3n2)c1. As a reaction SMILES: [C:43]([CH3:44])([CH3:45])([CH3:46])[NH2:47].[CH3:1][N:2]([CH3:3])[CH:4]=[O:5].[CH3:51][CH2:52][O:53][C:54]([CH3:55])=[O:56].[Cl:37][C:38]([C:39]([Cl:40])=[O:41])=[O:42].[Cl:48][CH2:49][Cl:50].[Cl:6][c:7]1[cH:8][cH:9][c:10]2[cH:11][cH:12][c:13]([CH2:17][O:18][c:19]3[cH:20][c:21]([CH:25]([S:26][CH2:27][CH2:28][C:29](=[O:30])[OH:31])[S:32][CH2:33][CH2:34][C:35]#[N:36])[cH:22][cH:23][cH:24]3)[n:14][c:15]2[cH:16]1>>[Cl:6][c:7]1[cH:8][cH:9][c:10]2[cH:11][cH:12][c:13]([CH2:17][O:18][c:19]3[cH:20][c:21]([CH:25]([S:26][CH2:27][CH2:28][C:29](=[O:30])[NH:47][C:43]([CH3:44])([CH3:45])[CH3:46])[S:32][CH2:33][CH2:34][C:35]#[N:36])[cH:22][cH:23][cH:24]3)[n:14][c:15]2[cH:16]1.